From a dataset of the Open Reaction Database (ORD), a public repository of structured organic reaction records. describe an organic reaction: reactants, conditions, products, and yield The reactants are Cl (hydrogen chloride), disilanes, Cl[Si]([Si](C)(C)Cl)(Cl)Cl (tetrachlorodimethyldisilane), Cl[Si]([Si](C)(C)C)(Cl)Cl (trichlorotrimethyldisilane), Cl[Si]([Si](C)(C)C)(C)Cl (dichlorotetramethyldisilane), silanes, [SiH4] (silane). Run at time 20 hour. The product is [SiH4] (silane), Cl[SiH](Cl)Cl (trichlorosilane), [Si](Cl)(Cl)(Cl)Cl (silicon tetrachloride). The yield is 40.0%. As a reaction SMILES: [SiH4].Cl.[Cl:3][Si:4]([Cl:10])([Cl:9])[Si](Cl)(C)C.[Cl:11][Si:12]([Cl:18])([Cl:17])[Si](C)(C)C.[Cl:19][Si](Cl)(C)[Si](C)(C)C>>[SiH4:4].[Cl:11][SiH:12]([Cl:18])[Cl:17].[Si:4]([Cl:10])([Cl:19])([Cl:9])[Cl:3]. Procedure details: 70 ml/h of high-boiling residue from the silane synthesis having a boiling point of greater than 150° C. and 25 I/h of gaseous hydrogen chloride were fed concurrently at room temperature and ambient pressure into an electrically heated laboratory fluidized-bed reactor having a length of 500 mm and an internal diameter of 40 mm, filled with 266 g of silicon, d(0.5): 70-80 μm. The temperature was set to 600° C. The high-boiling residue comprised 75 % of disilanes, a mixture of tetrachlorodimethyld... Reactants: Cl (HCl), SC[C@@H](C(=O)O)N[C@H](C(C(F)(F)F)(F)F)C1=CC=C(C=C1)F (3-mercapto-2(R)-[2,2,3,3,3-pentafluoro-1-(S)-(4-fluorophenyl)propylamino]-propionic acid), [OH-].[Na+] (NaOH), ClCC1=NC=CC=C1 (2-chloromethylpyridine), solution, [OH-].[Na+] (NaOH). Run at time 5 hour. Yields the product N-(1-cyanocyclopropyl)-3-pyridin-2-ylmethanesulfanyl, FC(C([C@H](C1=CC=C(C=C1)F)N[C@@H](C(=O)N)C)(F)F)(F)F (2(R)-[3,3,3,2,2-pentafluoro-1(S)-(4-fluorophenyl)propylamino]-propionamide). RXN SMILES: S[CH2:2][C@H:3]([NH:7][C@@H:8]([C:16]1[CH:21]=[CH:20][C:19]([F:22])=[CH:18][CH:17]=1)[C:9]([F:15])([F:14])[C:10]([F:13])([F:12])[F:11])[C:4](O)=[O:5].[OH-].[Na+].ClCC1C=CC=C[N:28]=1.Cl>>[F:11][C:10]([F:13])([F:12])[C:9]([F:15])([F:14])[C@@H:8]([NH:7][C@H:3]([CH3:2])[C:4]([NH2:28])=[O:5])[C:16]1[CH:21]=[CH:20][C:19]([F:22])=[CH:18][CH:17]=1 |f:1.2|. Procedure details: To a 0.2 M stock solution of 3-mercapto-2(R)-[2,2,3,3,3-pentafluoro-1-(S)-(4-fluorophenyl)propylamino]-propionic acid in NaOH (10 mL, 2 mmol), 2-chloromethylpyridine (0.328 g, 2 mmol) and 1 N solution of NaOH (1 mL) were added. After stirring the reaction mixture for 5 h at room temperature, 1 M HCl solution was added until pH 5-6. The mixture was extracted with ethyl acetate and the combined organic extracts were washed with brine and dried over sodium sulfate and concentrated to give N-(1-cyan... Reactants: O=C(c1ncc[nH]1)c1ncc[nH]1, Cc1c(-c2ccnn2C)cc(C(=O)O)c(=O)n1-c1cccc(C(F)(F)F)c1, CS(=O)(=O)c1ccc(CN)nc1, CC#N, Cl, O. Product: Cc1c(-c2ccnn2C)cc(C(=O)NCc2ccc(S(C)(=O)=O)cn2)c(=O)n1-c1cccc(C(F)(F)F)c1. RXN SMILES: [C:28]([c:29]1[nH:30][cH:31][cH:32][n:33]1)([c:34]1[nH:35][cH:36][cH:37][n:38]1)=[O:39].[CH3:1][c:2]1[c:3](-[c:22]2[cH:23][cH:24][n:25][n:26]2[CH3:27])[cH:4][c:5]([C:19](=[O:20])[OH:21])[c:6](=[O:18])[n:7]1-[c:8]1[cH:9][c:10]([C:14]([F:15])([F:16])[F:17])[cH:11][cH:12][cH:13]1.[CH3:41][S:42](=[O:43])(=[O:44])[c:45]1[cH:46][cH:47][c:48]([CH2:51][NH2:52])[n:49][cH:50]1.[CH3:54][C:55]#[N:56].[ClH:40].[OH2:53]>>[CH3:1][c:2]1[c:3](-[c:22]2[cH:23][cH:24][n:25][n:26]2[CH3:27])[cH:4][c:5]([C:19](=[O:21])[NH:52][CH2:51][c:48]2[cH:47][cH:46][c:45]([S:42]([CH3:41])(=[O:43])=[O:44])[cH:50][n:49]2)[c:6](=[O:18])[n:7]1-[c:8]1[cH:9][c:10]([C:14]([F:15])([F:16])[F:17])[cH:11][cH:12][cH:13]1. The reactants are CCO, CC[O-], CCOC(=O)C1CCC(N2CCCC2=O)CC1, [Na+], O. Yields the product O=C(O)C1CCC(N2CCCC2=O)CC1. RXN SMILES: [CH3:18][CH2:19][OH:20].[CH3:22][CH2:23][O-:24].[N:1]1([CH:7]2[CH2:8][CH2:9][CH:10]([C:13](=[O:14])[O:15][CH2:16][CH3:17])[CH2:11][CH2:12]2)[C:2](=[O:6])[CH2:3][CH2:4][CH2:5]1.[Na+:21].[OH2:25]>>[N:1]1([CH:7]2[CH2:8][CH2:9][CH:10]([C:13](=[O:14])[OH:15])[CH2:11][CH2:12]2)[C:2](=[O:6])[CH2:3][CH2:4][CH2:5]1. Yields the product C(C)O.CC1=NC2=C(C=CC=C2C=C1)O (2-methyl-8-quinolinol ethanol). The reactants are CC1=NC2=C(C=CC=C2C=C1)O (2-methyl-8-quinolinol), [Cl-].[Ga+3].[Cl-].[Cl-] (gallium chloride). As a reaction SMILES: [CH3:1][C:2]1[CH:11]=[CH:10][C:9]2[C:4](=[C:5]([OH:12])[CH:6]=[CH:7][CH:8]=2)[N:3]=1.[Cl-].[Ga+3].[Cl-].[Cl-]>C(O)C.O>[CH2:5]([OH:12])[CH3:4].[CH3:1][C:2]1[CH:11]=[CH:10][C:9]2[C:4](=[C:5]([OH:12])[CH:6]=[CH:7][CH:8]=2)[N:3]=1 |f:1.2.3.4,7.8|. Procedure details: First, 2.4 g (15mmol) of 2-methyl-8-quinolinol (Wako Pure Chemical Industries, Ltd.) was dissolved in 100 ml of ethanol, and 0.88 g (5 mmol) of trihydric gallium chloride (Kishida Chemical Co., Ltd.) was dissolved in 200 ml of demineralized water. The 2-methyl-8-quinolinol ethanol solution thus produced was little by little added to the gallium chloride aqueous solution with stirring. Immediately, they began to react with each other, light green precipitates being observed. The stirring was cont... The solvent is C(C)O (ethanol), O (water). RXN SMILES: [C:1]([CH3:2])([CH3:3])([CH3:4])[N:5]1[C:6](=[O:26])[N:7]([c:16]2[cH:17][c:18]([N+:23]([O-:24])=[O:25])[c:19]([F:22])[cH:20][cH:21]2)[CH2:8][c:9]2[c:10]1[cH:11][c:12]([Cl:15])[n:13][cH:14]2.[CH3:29][CH2:30][OH:31].[ClH:27].[Fe:28].[OH2:32]>>[C:1]([CH3:2])([CH3:3])([CH3:4])[N:5]1[C:6](=[O:26])[N:7]([c:16]2[cH:17][c:18]([NH2:23])[c:19]([F:22])[cH:20][cH:21]2)[CH2:8][c:9]2[c:10]1[cH:11][c:12]([Cl:15])[n:13][cH:14]2. The reactants are CC(C)(C)N1C(=O)N(c2ccc(F)c([N+](=O)[O-])c2)Cc2cnc(Cl)cc21, CCO, Cl, [Fe], O. Product: CC(C)(C)N1C(=O)N(c2ccc(F)c(N)c2)Cc2cnc(Cl)cc21.